From a dataset of the Open Reaction Database (ORD), a public repository of structured organic reaction records. describe an organic reaction: reactants, conditions, products, and yield Reactants: cyanohydrin, CN(C)C(C#N)C1=CC=CC=C1 (a-N,N-Dimethylaminophenylacetonitrile), 3-Hydroxy-2(3)-Benzofuranone, OC1=CC=C(C(C(=O)O)O)C=C1 (4-Hydroxymandelic Acid), OC1=CC=C(C(C#N)O)C=C1 (4-Hydroxymandelonitrile), C1(=CC=CC=C1)O (phenol), S(O)(O)(=O)=O (sulfuric acid). Yields the product OC1=CC=C(C=C1)C(C#N)C1=CC=C(C=C1)O (bis-(4-hydroxyphenyl)acetonitrile). As a reaction SMILES: [OH:1][C:2]1[CH:12]=[CH:11][C:5](C(O)C(O)=O)=[CH:4][CH:3]=1.CN(C(C1C=CC=CC=1)C#N)C.[OH:25][C:26]1[CH:35]=[CH:34][C:29]([CH:30](O)[C:31]#[N:32])=[CH:28][CH:27]=1.C1(O)C=CC=CC=1.S(=O)(=O)(O)O>>[OH:25][C:26]1[CH:35]=[CH:34][C:29]([CH:30]([C:5]2[CH:11]=[CH:12][C:2]([OH:1])=[CH:3][CH:4]=2)[C:31]#[N:32])=[CH:28][CH:27]=1. Reported procedure: The afore-mentioned process can not advantageously be employed to prepare cyanobisphenols wherein R1 is hydrogen. When R1 and all R2 are hydrogen, the following procedure is effective to prepare the cyanobisphenol. 4-Hydroxybenzaldehyde is reacted with sodium cyanide in the presence of sodium bisulfite to yield 4-hydroxymandelonitrile, a cyanohydrin which has the following formula. ##STR13## The reaction and conditions are described in Landenberg et al., "Synthesis of 3-Hydroxy-2(3)-Benzofuranon... Reactants: ClC1=NC=C(C(=N1)N[C@H](CS(=O)(=O)C)C(C)(C)C)F ((S)-2-chloro-N-(3,3-dimethyl-1-(methylsulfonyl)butan-2-yl)-5-fluoropyrimidin-4-amine), ClC1=NC=C(C(=N1)N[C@H](CS(=O)(=O)C)C(C)(C)C)F ((S)-2-chloro-N-(3,3-dimethyl-1-(methylsulfonyl)butan-2-yl)-5-fluoropyrimidin-4-amine), FC=1C=C2C(=NC1)N(C=C2B2OC(C(O2)(C)C)(C)C)S(=O)(=O)C2=CC=C(C=C2)C (5-fluoro-1-(p-tolylsulfonyl)-3-(4,4,5,5-tetramethyl-1,3,2-dioxaborolan-2-yl)pyrrolo[2,3-b]pyridine), [O-]P(=O)([O-])[O-].[K+].[K+].[K+] (K3PO4). Reagents/catalysts: C=1C=CC(=CC1)/C=C/C(=O)/C=C/C2=CC=CC=C2.C=1C=CC(=CC1)/C=C/C(=O)/C=C/C2=CC=CC=C2.C=1C=CC(=CC1)/C=C/C(=O)/C=C/C2=CC=CC=C2.[Pd].[Pd] (Pd2(dba)3), CC(C)C1=CC(=C(C(=C1)C(C)C)C2=C(C=CC=C2)P(C3CCCCC3)C4CCCCC4)C(C)C (X-Phos). Solvent: 2-methyl THF, O (water). Run at temperature 120 celsius. The product is CC([C@@H](CS(=O)(=O)C)NC1=NC(=NC=C1F)C1=CN(C2=NC=C(C=C21)F)S(=O)(=O)C2=CC=C(C)C=C2)(C)C ((S)—N-(3,3-dimethyl-1-(methylsulfonyl)butan-2-yl)-5-fluoro-2-(5-fluoro-1-tosyl-1H-pyrrolo[2,3-b]pyridin-3-yl)pyrimidin-4-amine). As a reaction SMILES: Cl[C:2]1[N:7]=[C:6]([NH:8][C@@H:9]([C:15]([CH3:18])([CH3:17])[CH3:16])[CH2:10][S:11]([CH3:14])(=[O:13])=[O:12])[C:5]([F:19])=[CH:4][N:3]=1.[F:20][C:21]1[CH:22]=[C:23]2[C:29](B3OC(C)(C)C(C)(C)O3)=[CH:28][N:27]([S:39]([C:42]3[CH:47]=[CH:46][C:45]([CH3:48])=[CH:44][CH:43]=3)(=[O:41])=[O:40])[C:24]2=[N:25][CH:26]=1.[O-]P([O-])([O-])=O.[K+].[K+].[K+]>O.C1C=CC(/C=C/C(/C=C/C2C=CC=CC=2)=O)=CC=1.C1C=CC(/C=C/C(/C=C/C2C=CC=CC=2)=O)=CC=1.C1C=CC(/C=C/C(/C=C/C2C=CC=CC=2)=O)=CC=1.[Pd].[Pd].CC(C1C=C(C(C)C)C(C2C=CC=CC=2P(C2CCCCC2)C2CCCCC2)=C(C(C)C)C=1)C>[CH3:16][C:15]([CH3:18])([CH3:17])[C@H:9]([NH:8][C:6]1[C:5]([F:19])=[CH:4][N:3]=[C:2]([C:29]2[C:23]3[C:24](=[N:25][CH:26]=[C:21]([F:20])[CH:22]=3)[N:27]([S:39]([C:42]3[CH:47]=[CH:46][C:45]([CH3:48])=[CH:44][CH:43]=3)(=[O:40])=[O:41])[CH:28]=2)[N:7]=1)[CH2:10][S:11]([CH3:14])(=[O:13])=[O:12] |f:2.3.4.5,7.8.9.10.11|. Procedure: A solution of (S)-2-chloro-N-(3,3-dimethyl-1-(methylsulfonyl)butan-2-yl)-5-fluoropyrimidin-4-amine, 79a, (0.15 g, 0.48 mmol), 5-fluoro-1-(p-tolylsulfonyl)-3-(4,4,5,5-tetramethyl-1,3,2-dioxaborolan-2-yl)pyrrolo[2,3-b]pyridine (0.24 g, 0.58 mmol), and K3PO4 (0.25 g, 1.16 mmol) in 2-methyl THF (5 mL) and water (1 mL) was purged with nitrogen for 30 minutes. X-Phos (0.015 g, 0.031 mmol) and Pd2(dba)3 (0.007 g, 0.008 mmol) were added and the reaction mixture was heated at 120° C. in a pressure vial f... Starting materials: CC(=O)OCc1c(B2OC(C)(C)C(C)(C)O2)cccc1-n1ncc2cc(C(C)(C)C)cc(F)c2c1=O, O=C([O-])[O-], CN(C)C(=O)c1ccc(Nc2cc(Cl)nn(C)c2=O)nc1, ClCCl, [Cs+], [Cs+], [Na+], [Na+], O=S(=O)([O-])[O-], C1COCCO1, O. Product: CC(=O)OCc1c(-c2cc(Nc3ccc(C(=O)N(C)C)cn3)c(=O)n(C)n2)cccc1-n1ncc2cc(C(C)(C)C)cc(F)c2c1=O. RXN SMILES: [C:22]([CH3:23])(=[O:24])[O:25][CH2:26][c:27]1[c:28](-[n:42]2[c:43](=[O:57])[c:44]3[c:45]([F:56])[cH:46][c:47]([C:52]([CH3:53])([CH3:54])[CH3:55])[cH:48][c:49]3[cH:50][n:51]2)[cH:29][cH:30][cH:31][c:32]1[B:33]1[O:34][C:35]([CH3:36])([CH3:37])[C:38]([CH3:39])([CH3:40])[O:41]1.[C:58](=[O:59])([O-:60])[O-:61].[Cl:1][c:2]1[cH:3][c:4]([NH:10][c:11]2[n:12][cH:13][c:14]([C:15](=[O:16])[N:17]([CH3:18])[CH3:19])[cH:20][cH:21]2)[c:5](=[O:9])[n:6]([CH3:8])[n:7]1.[Cl:71][CH2:72][Cl:73].[Cs+:62].[Cs+:63].[Na+:64].[Na+:65].[O-:66][S:67]([O-:68])(=[O:69])=[O:70].[O:75]1[CH2:76][CH2:77][O:78][CH2:79][CH2:80]1.[OH2:74]>>[c:2]1(-[c:32]2[c:27]([CH2:26][O:25][C:22]([CH3:23])=[O:24])[c:28](-[n:42]3[c:43](=[O:57])[c:44]4[c:45]([F:56])[cH:46][c:47]([C:52]([CH3:53])([CH3:54])[CH3:55])[cH:48][c:49]4[cH:50][n:51]3)[cH:29][cH:30][cH:31]2)[cH:3][c:4]([NH:10][c:11]2[n:12][cH:13][c:14]([C:15](=[O:16])[N:17]([CH3:18])[CH3:19])[cH:20][cH:21]2)[c:5](=[O:9])[n:6]([CH3:8])[n:7]1. The reactants are O[C@H]1[C@@H](CCC[C@H]1O)NC(C1=C(C=NC=C1)NC1=C(C=C(C=C1)I)F)=O (N-[(1R,2S,3R)-2,3-dihydroxycyclohexyl]-3-[(2-fluoro-4-iodophenyl)amino]isonicotinamide), O[C@H]1[C@@H](CCC[C@H]1O)NC(C1=C(C=NC=C1)NC1=C(C=C(C=C1)I)F)=O (N-[(1R,2S,3R)-2,3-dihydroxycyclohexyl]-3-[(2-fluoro-4-iodophenyl)amino]isonicotinamide), [BH4-].[Na+] (Sodium borohydride), [OH-].[Na+] (sodium hydroxide). Reagents/catalysts: [Pd](Cl)Cl (palladium dichloride). Run in C1CCOC1.O (THF Water). Run at time 2 day. Yields the product O[C@H]1[C@@H](CCC[C@H]1O)NC(C1=C(C=NC=C1)NC1=C(C=CC=C1)F)=O (N-((1R,2S,3R)-2,3-Dihydroxy-cyclohexyl)-3-(2-fluoro-phenylamino)-isonicotinamide). RXN SMILES: [OH:1][C@@H:2]1[C@H:7]([OH:8])[CH2:6][CH2:5][CH2:4][C@H:3]1[NH:9][C:10](=[O:26])[C:11]1[CH:16]=[CH:15][N:14]=[CH:13][C:12]=1[NH:17][C:18]1[CH:23]=[CH:22][C:21](I)=[CH:20][C:19]=1[F:25].[BH4-].[Na+].[OH-].[Na+]>[Pd](Cl)Cl.C1COCC1.O>[OH:1][C@@H:2]1[C@H:7]([OH:8])[CH2:6][CH2:5][CH2:4][C@H:3]1[NH:9][C:10](=[O:26])[C:11]1[CH:16]=[CH:15][N:14]=[CH:13][C:12]=1[NH:17][C:18]1[CH:23]=[CH:22][CH:21]=[CH:20][C:19]=1[F:25] |f:1.2,3.4,6.7|. Procedure: A sealed tube was charged with (N-[(1R,2S,3R)-2,3-dihydroxycyclohexyl]-3-[(2-fluoro-4-iodophenyl)amino]isonicotinamide) (8) (42 mg, 0.09 mmol), Sodium borohydride (34 mg, 0.89 mmol), palladium dichloride (7.9 mg, 0.04 mmol), sodium hydroxide (17.8 mg, 0.45 mmol), THF-Water (1:1, 3 ml). The mixture was stirred at room temperature for 2 days. The mixture was filtered and the filtrate was concentrated. The resulting residue was subjected to flash chromatography to obtain the product. LC/MS [Method ... The reactants are COC(=O)c1ccc(Br)c(OC2CCCCO2)c1, COCCOC, [Cs+], [F-], COc1ccc(F)c(B(O)O)c1, c1ccc(P(c2ccccc2)(c2ccccc2)[Pd](P(c2ccccc2)(c2ccccc2)c2ccccc2)(P(c2ccccc2)(c2ccccc2)c2ccccc2)P(c2ccccc2)(c2ccccc2)c2ccccc2)cc1. Yields the product COC(=O)c1ccc(-c2cc(OC)ccc2F)c(OC2CCCCO2)c1. As a reaction SMILES: [Br:15][c:16]1[c:17]([O:26][CH:27]2[O:28][CH2:29][CH2:30][CH2:31][CH2:32]2)[cH:18][c:19]([C:20](=[O:21])[O:22][CH3:23])[cH:24][cH:25]1.[CH3:110][O:111][CH2:112][CH2:113][O:114][CH3:115].[Cs+:14].[F-:13].[F:1][c:2]1[c:3]([B:10]([OH:11])[OH:12])[cH:4][c:5]([O:8][CH3:9])[cH:6][cH:7]1.[cH:33]1[cH:34][cH:35][c:36]([P:37]([Pd:38]([P:39]([c:40]2[cH:41][cH:42][cH:43][cH:44][cH:45]2)([c:46]2[cH:47][cH:48][cH:49][cH:50][cH:51]2)[c:52]2[cH:53][cH:54][cH:55][cH:56][cH:57]2)([P:58]([c:59]2[cH:60][cH:61][cH:62][cH:63][cH:64]2)([c:65]2[cH:66][cH:67][cH:68][cH:69][cH:70]2)[c:71]2[cH:72][cH:73][cH:74][cH:75][cH:76]2)[P:77]([c:78]2[cH:79][cH:80][cH:81][cH:82][cH:83]2)([c:84]2[cH:85][cH:86][cH:87][cH:88][cH:89]2)[c:90]2[cH:91][cH:92][cH:93][cH:94][cH:95]2)([c:96]2[cH:97][cH:98][cH:99][cH:100][cH:101]2)[c:102]2[cH:103][cH:104][cH:105][cH:106][cH:107]2)[cH:108][cH:109]1>>[F:1][c:2]1[c:3](-[c:16]2[c:17]([O:26][CH:27]3[O:28][CH2:29][CH2:30][CH2:31][CH2:32]3)[cH:18][c:19]([C:20](=[O:21])[O:22][CH3:23])[cH:24][cH:25]2)[cH:4][c:5]([O:8][CH3:9])[cH:6][cH:7]1. Reactants: CC(=O)[O-], CC(=O)[O-], CCN=C=O, CCCC[Sn+2]CCCC, Cc1ncc(-c2cc(-c3cccnc3)cc3nc(N)nn23)s1, Cc1ccccc1. Product: CCNC(=O)Nc1nc2cc(-c3cccnc3)cc(-c3cnc(C)s3)n2n1. As a reaction SMILES: [C:28]([O-:29])(=[O:30])[CH3:31].[C:32]([O-:33])(=[O:34])[CH3:35].[CH2:23]([CH3:24])[N:25]=[C:26]=[O:27].[CH2:36]([Sn+2:37][CH2:38][CH2:39][CH2:40][CH3:41])[CH2:42][CH2:43][CH3:44].[CH3:1][c:2]1[s:3][c:4](-[c:7]2[cH:8][c:9](-[c:17]3[cH:18][n:19][cH:20][cH:21][cH:22]3)[cH:10][c:11]3[n:12]2[n:13][c:14]([NH2:16])[n:15]3)[cH:5][n:6]1.[CH3:45][c:46]1[cH:47][cH:48][cH:49][cH:50][cH:51]1>>[CH3:1][c:2]1[s:3][c:4](-[c:7]2[cH:8][c:9](-[c:17]3[cH:18][n:19][cH:20][cH:21][cH:22]3)[cH:10][c:11]3[n:12]2[n:13][c:14]([NH:16][C:26]([NH:25][CH2:23][CH3:24])=[O:27])[n:15]3)[cH:5][n:6]1.